This data is from the Open Reaction Database (ORD), a public repository of structured organic reaction records. The task is: describe an organic reaction: reactants, conditions, products, and yield The reactants are C1=CC=CC=2C3=CC=CC=C3C(C12)COC(=O)N[C@@H](CSC(C1=CC=CC=C1)(C1=CC=CC=C1)C1=CC=CC=C1)C(=O)O (Nα-(9-Fluorenylmethoxycarbonyl)-S-trityl-L-cysteine), FC1(C(C(=O)O)C=CC=C1)O (2-fluorosalicylic acid), Cl.NCCC1=CC(O)=C(O)C=C1 (dopamine hydrochloride), C1=CC=CC=2C3=CC=CC=C3C(C12)COC(=O)N[C@@H](CSC(C1=CC=CC=C1)(C1=CC=CC=C1)C1=CC=CC=C1)C(=O)NCCC1=CC(O)=C(O)C=C1 (N-[Nα-(9-fluorenylmethoxycarbonyl)-S-trityl-L-cysteinyl]dopamine). Yields the product FC1=C(C(=O)N[C@@H](CSC(C2=CC=CC=C2)(C2=CC=CC=C2)C2=CC=CC=C2)C(=O)NCCC2=CC(O)=C(O)C=C2)C(=CC=C1)O (N-[Nα-(2-Fluoro-6-Hydroxybenzoyl)-S-trityl-L-cysteinyl]dopamine). Reaction SMILES: C1C2C(COC(N[C@H](C(O)=O)CSC(C3C=CC=CC=3)(C3C=CC=CC=3)C3C=CC=CC=3)=O)C3C(=CC=CC=3)C=2C=CC=1.Cl.NCC[C:48]1[CH:55]=[CH:54][C:52](O)=[C:50]([OH:51])[CH:49]=1.C1C2C(CO[C:71]([NH:73][C@H:74]([C:96]([NH:98][CH2:99][CH2:100][C:101]3[CH:108]=[CH:107][C:105]([OH:106])=[C:103]([OH:104])[CH:102]=3)=[O:97])[CH2:75][S:76][C:77]([C:90]3[CH:95]=[CH:94][CH:93]=[CH:92][CH:91]=3)([C:84]3[CH:89]=[CH:88][CH:87]=[CH:86][CH:85]=3)[C:78]3[CH:83]=[CH:82][CH:81]=[CH:80][CH:79]=3)=[O:72])C3C(=CC=CC=3)C=2C=CC=1.[F:109]C1(O)C=CC=CC1C(O)=O>>[F:109][C:48]1[CH:55]=[CH:54][CH:52]=[C:50]([OH:51])[C:49]=1[C:71]([NH:73][C@H:74]([C:96]([NH:98][CH2:99][CH2:100][C:101]1[CH:108]=[CH:107][C:105]([OH:106])=[C:103]([OH:104])[CH:102]=1)=[O:97])[CH2:75][S:76][C:77]([C:84]1[CH:85]=[CH:86][CH:87]=[CH:88][CH:89]=1)([C:90]1[CH:91]=[CH:92][CH:93]=[CH:94][CH:95]=1)[C:78]1[CH:79]=[CH:80][CH:81]=[CH:82][CH:83]=1)=[O:72] |f:1.2|. Procedure details: Commercially available Nα-(9-Fluorenylmethoxycarbonyl)-S-trityl-L-cysteine (1.7 g, 2.9 mmol) was coupled with dopamine hydrochloride (825 mg, 4.3 mmol) according to the indications of general procedure F. The crude N-[Nα-(9-fluorenylmethoxycarbonyl)-S-trityl-L-cysteinyl]dopamine (618 mg, 0.86 mmol) was deprotected according to the indications of general procedure G. The resulting intermediate was then coupled with 2-fluorosalicylic acid (202 mg, 1.3 mmol) according to the indications of general ... The reactants are C1C(=CC2=CC=CC=C12)B(O)O (1H-inden-2-ylboronic acid), N1=CNC2=C1C=CC=C2 (benzimidazole), [(TMEDA)CuOH]2Cl2. Solvent: ClCCl (dichloromethane). Reaction conditions: time 20 hour. The product is C1C(=CC2=CC=CC=C12)N1C=NC2=C1C=CC=C2 (1-(1H-Inden-2-yl)-1H-benzimidazole). As a reaction SMILES: [CH2:1]1[C:9]2[C:4](=[CH:5][CH:6]=[CH:7][CH:8]=2)[CH:3]=[C:2]1B(O)O.[N:13]1[C:17]2[CH:18]=[CH:19][CH:20]=[CH:21][C:16]=2[NH:15][CH:14]=1>ClCCl>[CH2:1]1[C:9]2[C:4](=[CH:5][CH:6]=[CH:7][CH:8]=2)[CH:3]=[C:2]1[N:13]1[C:17]2[CH:18]=[CH:19][CH:20]=[CH:21][C:16]=2[N:15]=[CH:14]1. Procedure details: In 100 ml Erlenmeyer flask a mixture of 3.20 g (20.0 mmol) of 1H-inden-2-ylboronic acid, 1.18 g (10.0 mmol) of benzimidazole, 0.93 g (2.00 mmol) of [(TMEDA)CuOH]2Cl2, and 40 ml of dichloromethane was stirred for 20 hours (in air). The resulted mixture was passed through short column with Silica Gel 60 (40-63 μm, d 40 mm, l 20 mm). This column was additionally washed by 500 ml of dichloromethane. The combined elute was evaporated to dryness. The crude product was purified using medium-pressure ch...